This data is from the Open Reaction Database (ORD), a public repository of structured organic reaction records. The task is: describe an organic reaction: reactants, conditions, products, and yield Starting materials: ClC(CN(C(OCC)=O)CC=O)=C (ethyl N-(2-chloroallyl)-N-(2-oxoethyl)-carbamate), N(C)CC(=O)O (sarcosine). Solvent: C1(=CC=CC=C1)C (toluene). The product is ClC12CCN(C2CN(C1)C(=O)OCC)C (Ethyl 5-chloro-2-methyl-2,7-diazabicyclo[3.3.0]-octane-7-carboxylate). Reaction SMILES: [Cl:1][C:2](=[CH2:13])[CH2:3][N:4]([CH2:10][CH:11]=O)[C:5](=[O:9])[O:6][CH2:7][CH3:8].[NH:14]([CH2:16]C(O)=O)[CH3:15]>C1(C)C=CC=CC=1>[Cl:1][C:2]12[CH2:3][N:4]([C:5]([O:6][CH2:7][CH3:8])=[O:9])[CH2:10][CH:11]1[N:14]([CH3:16])[CH2:15][CH2:13]2. Procedure: 10.3 g (50mmol) of ethyl N-(2-chloroallyl)-N-(2-oxoethyl)-carbamate are heated under reflux overnight with 4.5 g (50 mmol) of sarcosine in 200 ml of toluene. The mixture is concentrated and the residue is distilled. The reactants are S(=S)(=O)([O-])[O-].[Na+].[Na+] (sodium thiosulfate), ClCl (Cl2), C(C)(=O)OC1=CC(=CC=2CC[C@H]3[C@@H]4CC=C([C@@]4(C)CC[C@@H]3C12)OC(C)=O)OC (1,17-diacetoxy-3-methoxyestra-1,3,5(10),16-tetraene), C(=O)([O-])[O-].[K+].[K+] (K2CO3). Run in C(Cl)(Cl)(Cl)Cl (carbon tetrachloride), C(Cl)(Cl)(Cl)Cl (CCl4). Product: C(C)(=O)OC1=CC(=CC=2CC[C@H]3[C@@H]4C[C@H](C([C@@]4(C)CC[C@@H]3C12)=O)Cl)OC (1-acetoxy-16α-chloro-3-methoxyestra-1,3,5(10)-trien-17-one). RXN SMILES: [Cl:1]Cl.[C:3]([O:6][C:7]1[C:24]2[C@@H:23]3[C@H:14]([C@H:15]4[C@@:19]([CH2:21][CH2:22]3)([CH3:20])[C:18]([O:25]C(=O)C)=[CH:17][CH2:16]4)[CH2:13][CH2:12][C:11]=2[CH:10]=[C:9]([O:29][CH3:30])[CH:8]=1)(=[O:5])[CH3:4].C([O-])([O-])=O.[K+].[K+].S([O-])([O-])(=O)=S.[Na+].[Na+]>C(Cl)(Cl)(Cl)Cl>[C:3]([O:6][C:7]1[C:24]2[C@@H:23]3[C@H:14]([C@H:15]4[C@@:19]([CH2:21][CH2:22]3)([CH3:20])[C:18](=[O:25])[C@H:17]([Cl:1])[CH2:16]4)[CH2:13][CH2:12][C:11]=2[CH:10]=[C:9]([O:29][CH3:30])[CH:8]=1)(=[O:5])[CH3:4] |f:2.3.4,5.6.7|. Procedure: A solution of Cl2 (0.162 g, 2.3 mM) in 5 ml of carbon tetrachloride is added over a period of 30 min to a stirred suspension of 1,17-diacetoxy-3-methoxyestra-1,3,5(10),16-tetraene (0.77 g, 2 mM), K2CO3 (5 g) and 25 ml of CCl4 at 0°. Dilute aqueous sodium thiosulfate is then added, the layers are separated and the aqueous layer is extracted with 2 × 50 ml chloroform. The organic layers are combined, dried over MgSO4 and evaporated in vacuo. The residue is triturated with ether to give a white sol... Starting materials: C(=O)=O (carbon dioxide), C(C)(C)[N-]C(C)C.[Li+] (lithium diisopropyl amide), FC1=C(C(=O)OC)C(=CC=C1)C(F)(F)F (methyl 2-fluoro-6-trifluoromethylbenzoate). Run in O1CCCC1 (tetrahydrofuran), O1CCCC1 (tetrahydrofuran). Run at temperature -78 celsius, time 3 hour. Product: FC1=C(C(=O)O)C=CC(=C1C(=O)OC)C(F)(F)F (2-fluoro-3-methoxycarbonyl-4-trifluoromethylbenzoic acid). Reaction SMILES: C([N-]C(C)C)(C)C.[Li+].[F:9][C:10]1[CH:19]=[CH:18][CH:17]=[C:16]([C:20]([F:23])([F:22])[F:21])[C:11]=1[C:12]([O:14][CH3:15])=[O:13].[C:24](=[O:26])=[O:25]>O1CCCC1>[F:9][C:10]1[C:11]([C:12]([O:14][CH3:15])=[O:13])=[C:16]([C:20]([F:21])([F:22])[F:23])[CH:17]=[CH:18][C:19]=1[C:24]([OH:26])=[O:25] |f:0.1|. Procedure details: A solution of lithium diisopropyl amide in dry tetrahydrofuran (prepared from diisopropylamine (17.0 ml) and n-butylithium (48.4 ml) in dry tetrahydrofuran)was added to a solution of methyl 2-fluoro-6-trifluoromethylbenzoate (22.39 g) in dry tetrahydrofuran while maintaining the temperature below -70° C. The mixture was stirred at -78° C. for 3 hours. The solution was poured onto solid carbon dioxide pellets and stirred until it had warmed to room temperature. The mixture was evaporated and trea... The reactants are CN1CCNCC1, CCN(C(C)C)C(C)C, CC(C)O, Nc1nc(Cl)cc(Cl)n1. Product: CN1CCN(c2cc(Cl)nc(N)n2)CC1. Reaction SMILES: [CH3:10][N:11]1[CH2:12][CH2:13][NH:14][CH2:15][CH2:16]1.[CH:17]([N:18]([CH2:19][CH3:20])[CH:21]([CH3:22])[CH3:23])([CH3:24])[CH3:25].[CH:26]([OH:27])([CH3:28])[CH3:29].[NH2:1][c:2]1[n:3][c:4]([Cl:9])[cH:5][c:6]([Cl:8])[n:7]1>>[NH2:1][c:2]1[n:3][c:4]([N:14]2[CH2:13][CH2:12][N:11]([CH3:10])[CH2:16][CH2:15]2)[cH:5][c:6]([Cl:8])[n:7]1. The reactants are [H][H] (hydrogen), 46.4, C1CCCC2C3=CC=CC=C3C(CC12)=O (2,3,4,4a,10,10a-hexahydro-9(1H)phenanthrenone), Cl.CNCC(=O)O (methyl glycine monohydrochloride), S1C=CC=C1 (thiophene), [F-].[K+] (potassium fluoride). Reagents/catalysts: [Pd] (palladium-on-charcoal). Solvent: CO (methanol), CO (methanol). Product: 59.5, CN(CC(=O)O)C1C2=CC=CC=C2C2CCCCC2C1 (methyl N-(1,2,3,4,4a,9,10,10a-octahydro-9-phenanthrenyl)glycine). Yield: 93.8%. As a reaction SMILES: [CH2:1]1[CH:14]2[CH:5]([C:6]3[C:11]([C:12](=O)[CH2:13]2)=[CH:10][CH:9]=[CH:8][CH:7]=3)[CH2:4][CH2:3][CH2:2]1.Cl.[CH3:17][NH:18][CH2:19][C:20]([OH:22])=[O:21].S1C=CC=C1.[F-].[K+].[H][H]>CO.[Pd]>[CH3:17][N:18]([CH:12]1[CH2:13][CH:14]2[CH:5]([CH2:4][CH2:3][CH2:2][CH2:1]2)[C:6]2[C:11]1=[CH:10][CH:9]=[CH:8][CH:7]=2)[CH2:19][C:20]([OH:22])=[O:21] |f:1.2,4.5|. Procedure: A mixture of 46.4 parts of 2,3,4,4a,10,10a-hexahydro-9(1H)phenanthrenone, 58 parts of methyl glycine monohydrochloride, 2 parts of a solution of thiophene in methanol 4%, 480 parts of methanol and 26.1 parts of potassium fluoride was hydrogenated at normal pressure and at 50° C. with 3.0 parts of palladium-on-charcoal catalyst 10%. After the calculated amount of hydrogen was taken up, the catalyst was filtered off and the filtrate was evaporated. The residue was taken up in water and 1,1'-oxybis... The reactants are BrC1C(C=2C(=C(OC2SC)C(=O)OCC)CC1)=O (ethyl 5-bromo-4,5,6,7-tetrahydro-3-methylthio-4-oxobenzo[c]furan-1-carboxylate), C(C1=CC=CC=C1)(=S)N (thiobenzamide), C(C)O (ethanol). Run in C(C)(=O)OCC.O1CCCC1 (ethyl acetate tetrahydrofuran). Yields the product CSC=1OC(=C2CCC3=C(N=C(S3)C3=CC=CC=C3)C21)C(=O)OCC (ethyl 4,5-dihydro-8-methylthio-2-phenylfuro[3,4-e]benzothiazole-6-carboxylate). Yield: 57.6%. Reaction SMILES: Br[CH:2]1[CH2:17][CH2:16][C:5]2=[C:6]([C:11]([O:13][CH2:14][CH3:15])=[O:12])[O:7][C:8]([S:9][CH3:10])=[C:4]2[C:3]1=O.[C:19]([NH2:27])(=[S:26])[C:20]1[CH:25]=[CH:24][CH:23]=[CH:22][CH:21]=1.C(O)C>C(OCC)(=O)C.O1CCCC1>[CH3:10][S:9][C:8]1[O:7][C:6]([C:11]([O:13][CH2:14][CH3:15])=[O:12])=[C:5]2[C:4]=1[C:3]1[N:27]=[C:19]([C:20]3[CH:25]=[CH:24][CH:23]=[CH:22][CH:21]=3)[S:26][C:2]=1[CH2:17][CH2:16]2 |f:3.4|. Reported procedure: A mixture of ethyl 5-bromo-4,5,6,7-tetrahydro-3-methylthio-4-oxobenzo[c]furan-1-carboxylate (2.60 g), thiobenzamide (2.14 g) and ethanol (60 ml) was refluxed under heating for 5 hours, after which it was diluted with ethyl acetate-tetrahydrofuran (3:1, v/v, 400 ml), washed with water and dried (MgSO4), after which the solvent was distilled off to yield ethyl 4,5-dihydro-8-methylthio-2-phenylfuro[3,4-e]benzothiazole-6-carboxylate (1.67 g, 57.6%), which was then recrystallized from ethyl acetate-h... Reactants: COC(C1=CC(=C(C=C1)N)[N+](=O)[O-])=O (4-amino-3-nitro-benzoic acid methyl ester), II (iodine). The reagents and catalysts are [O-]S(=O)(=O)[O-].[Ag+].[Ag+] (Ag2SO4). Solvent: C(C)O (ethanol). Reaction conditions: time 8 hour. Product: COC(C1=CC(=C(C(=C1)[N+](=O)[O-])N)I)=O (4-amino-3-iodo-5-nitro-benzoic acid methyl ester). Isolated yield 65.9%. RXN SMILES: [CH3:1][O:2][C:3](=[O:14])[C:4]1[CH:9]=[CH:8][C:7]([NH2:10])=[C:6]([N+:11]([O-:13])=[O:12])[CH:5]=1.[I:15]I>C(O)C.[O-]S([O-])(=O)=O.[Ag+].[Ag+]>[CH3:1][O:2][C:3](=[O:14])[C:4]1[CH:5]=[C:6]([N+:11]([O-:13])=[O:12])[C:7]([NH2:10])=[C:8]([I:15])[CH:9]=1 |f:3.4.5|. Procedure details: To a solution of 4-amino-3-nitro-benzoic acid methyl ester (4.6 g, 23.45 mmol) in ethanol (120 mL) was added iodine (8.33 g, 32.83 mmol), followed by Ag2SO4 (10.24 g 32.83 mmol). The mixture was stirred overnight at room temperature and then filtered. The filtrate was concentrated under reduced pressure and the residue was purified by column chromatography to give 4.98 g (66%) of 4-amino-3-iodo-5-nitro-benzoic acid methyl ester.